describe an organic reaction: reactants, conditions, products, and yield From a dataset of the Open Reaction Database (ORD), a public repository of structured organic reaction records. Starting materials: C(CCC)OC(=O)C=1N=CC2=CC=C(C=C2C1O)OC1=CC=CC=C1 (4-hydroxy-6-phenoxy-isoquinoline-3-carboxylic acid butyl ester), NCCCC(=O)O (4-amino-butyric acid), C[O-].[Na+].CO (NaOMe MeOH). Yields the product OC1=C(N=CC2=CC=C(C=C12)OC1=CC=CC=C1)C(=O)NCCCC(=O)O (4-[(4-Hydroxy-6-phenoxy-isoquinoline-3-carbonyl)-amino]-butyric acid). Isolated yield 91.1%. RXN SMILES: C(O[C:6]([C:8]1[N:9]=[CH:10][C:11]2[C:16]([C:17]=1[OH:18])=[CH:15][C:14]([O:19][C:20]1[CH:25]=[CH:24][CH:23]=[CH:22][CH:21]=1)=[CH:13][CH:12]=2)=[O:7])CCC.[NH2:26][CH2:27][CH2:28][CH2:29][C:30]([OH:32])=[O:31].C[O-].[Na+].CO>>[OH:18][C:17]1[C:16]2[C:11](=[CH:12][CH:13]=[C:14]([O:19][C:20]3[CH:25]=[CH:24][CH:23]=[CH:22][CH:21]=3)[CH:15]=2)[CH:10]=[N:9][C:8]=1[C:6]([NH:26][CH2:27][CH2:28][CH2:29][C:30]([OH:32])=[O:31])=[O:7] |f:2.3.4|. Reported procedure: A mixture of 4-hydroxy-6-phenoxy-isoquinoline-3-carboxylic acid butyl ester (150 mg, 0.45 mmol) and 4-amino-butyric acid (688 mg, 6.68 mmol) in 0.5 M NaOMe/MeOH (8.9 mL, 4.45 mmol) was refluxed overnight. Reaction mixture was concentrated and residue was dissolved in water (150 mL). It was acidified by 1 N HCl to pH=3-4. Precipitate was collected, rinsed with water and dried in vacuo to provide the title compound 151 mg (0.41 mmol) in 92% yield. LC-MS ESI−: 365.08 (M−1)−. Reactants: [Al+3], C1CCOC1, CC1CCC(NC(=O)CN(C)C)CC1, [H-], [H-], [H-], [H-], [Li+], [Na+], [Na+], O, O, O, O, O, O, O, O, O, O, O=S(=O)([O-])[O-]. The product is CC1CCC(NCCN(C)C)CC1. As a reaction SMILES: [Al+3:16].[CH2:38]1[O:39][CH2:40][CH2:41][CH2:42]1.[CH3:1][CH:2]1[CH2:3][CH2:4][CH:5]([NH:8][C:9]([CH2:10][N:11]([CH3:12])[CH3:13])=[O:14])[CH2:6][CH2:7]1.[H-:15].[H-:18].[H-:19].[H-:20].[Li+:17].[Na+:36].[Na+:37].[OH2:21].[OH2:22].[OH2:23].[OH2:24].[OH2:25].[OH2:26].[OH2:27].[OH2:28].[OH2:29].[OH2:30].[S:31]([O-:32])([O-:33])(=[O:34])=[O:35]>>[CH3:1][CH:2]1[CH2:3][CH2:4][CH:5]([NH:8][CH2:9][CH2:10][N:11]([CH3:12])[CH3:13])[CH2:6][CH2:7]1. Starting materials: NC=1SC=2N=C(N=CC2N1)N(C=1C=C(C=CC1)NC(C1=CC(=CC=C1)C(C)(C)C#N)=O)C (N-{3-[(2-amino[1,3]thiazolo[5,4-d]pyrimidin-5-yl)(methyl)amino]phenyl)-3-(1-cyano-1-methylethyl)benzamide), Cl.N1=CC(=CC=C1)C(=O)Cl (pyridine-3-carbonyl chloride hydrochloride), C(O)([O-])=O.[Na+] (sodium hydrogen carbonate). Solvent: N1=CC=CC=C1 (pyridine). Conditions: time 3 hour. Yields the product C(#N)C(C)(C)C=1C=C(C=CC1)C(=O)NC=1C=C(C=CC1)N(C=1N=CC2=C(N1)SC(=N2)NC(=O)C=2C=NC=CC2)C (N-(5-{[3-({[3-(1-cyano-1-methylethyl)phenyl]carbonyl}amino)phenyl](methyl)amino}[1,3]thiazolo[5,4-d]pyrimidin-2-yl)pyridine-3-carboxamide). The yield is 42.1%. RXN SMILES: [NH2:1][C:2]1[S:3][C:4]2[N:5]=[C:6]([N:11]([CH3:32])[C:12]3[CH:13]=[C:14]([NH:18][C:19](=[O:31])[C:20]4[CH:25]=[CH:24][CH:23]=[C:22]([C:26]([C:29]#[N:30])([CH3:28])[CH3:27])[CH:21]=4)[CH:15]=[CH:16][CH:17]=3)[N:7]=[CH:8][C:9]=2[N:10]=1.Cl.[N:34]1[CH:39]=[CH:38][CH:37]=[C:36]([C:40](Cl)=[O:41])[CH:35]=1.C(=O)([O-])O.[Na+]>N1C=CC=CC=1>[C:29]([C:26]([C:22]1[CH:21]=[C:20]([C:19]([NH:18][C:14]2[CH:13]=[C:12]([N:11]([CH3:32])[C:6]3[N:7]=[CH:8][C:9]4[N:10]=[C:2]([NH:1][C:40]([C:36]5[CH:35]=[N:34][CH:39]=[CH:38][CH:37]=5)=[O:41])[S:3][C:4]=4[N:5]=3)[CH:17]=[CH:16][CH:15]=2)=[O:31])[CH:25]=[CH:24][CH:23]=1)([CH3:27])[CH3:28])#[N:30] |f:1.2,3.4|. Procedure details: To a solution of N-{3-[(2-amino[1,3]thiazolo[5,4-d]pyrimidin-5-yl)(methyl)amino]phenyl)-3-(1-cyano-1-methylethyl)benzamide (150 mg, 338 μmol) produced in Example D5(i) in pyridine (4 mL) was added pyridine-3-carbonyl chloride hydrochloride (362 mg, 2.03 mmol), and the mixture was stirred at room temperature for 3 hr. To the reaction mixture was added saturated aqueous sodium hydrogen carbonate solution (30 mL), and the mixture was extracted with ethyl acetate (30 mL, 10 mL). The combined organic... The reactants are COC1=C(C=CC(=C1)[N+](=O)[O-])CC(=O)OC (methyl 2-(2-methoxy-4-nitrophenyl)acetate). Reagents/catalysts: [Pd] (Pd/C). The solvent is CO (methanol). Reaction conditions: time 3 hour. The product is NC1=CC(=C(C=C1)CC(=O)OC)OC (methyl 2-(4-amino-2-methoxylphenyl)acetate). Isolated yield 102.5%. RXN SMILES: [CH3:1][O:2][C:3]1[CH:8]=[C:7]([N+:9]([O-])=O)[CH:6]=[CH:5][C:4]=1[CH2:12][C:13]([O:15][CH3:16])=[O:14]>CO.[Pd]>[NH2:9][C:7]1[CH:6]=[CH:5][C:4]([CH2:12][C:13]([O:15][CH3:16])=[O:14])=[C:3]([O:2][CH3:1])[CH:8]=1. Reported procedure: To a solution of methyl 2-(2-methoxy-4-nitrophenyl) acetate (step 3, 1.2 g, 5.5 mmol) in methanol (10 ml) was added 10% Pd/C (130 mg, 0.12 mmol) and stirred under hydrogen atmosphere for 3 h at room temperature. The catalyst was filtered off through a pad of celite and well washed with ethanol and ethyl acetate. The filtrate was concentrated to give 1.1 g of title compound as pink oil. The reactants are [Al+3], ClCCl, COC(=O)c1ccc(OCF)c(C(F)(F)F)c1, [H-], [H-], [H-], [H-], [Li+]. Product: OCc1ccc(OCF)c(C(F)(F)F)c1. As a reaction SMILES: [Al+3:19].[Cl:24][CH2:25][Cl:26].[F:1][CH2:2][O:3][c:4]1[c:5]([C:14]([F:15])([F:16])[F:17])[cH:6][c:7]([C:8](=[O:9])[O:10][CH3:11])[cH:12][cH:13]1.[H-:18].[H-:21].[H-:22].[H-:23].[Li+:20]>>[F:1][CH2:2][O:3][c:4]1[c:5]([C:14]([F:15])([F:16])[F:17])[cH:6][c:7]([CH2:8][OH:9])[cH:12][cH:13]1. The reactants are C(=O)O.NCCC1=CC=C(NC2CCN(CC2)C(=O)NCC2=C(C(=CC=C2)OC)OC)C=C1 (4-[4-(2-Aminoethyl)anilino]-N-(2,3-dimethoxybenzyl)-1-piperidine-carboxamide formate), C(C)(C)(C)[Si](C1=CC=CC=C1)(C1=CC=CC=C1)OC1=CC=C(C=C1)OCC1OC1 (tert-butyl-(4-oxiranylmethoxy-phenoxy)-diphenyl-silane). Solvent: C(Cl)(Cl)Cl.CO (chloroform methanol). Product: [Si](C1=CC=CC=C1)(C1=CC=CC=C1)(C(C)(C)C)OC1=CC=C(OC[C@H](CNCCC2=CC=C(NC3CCN(CC3)C(=O)NCC3=C(C(=CC=C3)OC)OC)C=C2)O)C=C1 (4-[4-(2-{[(2S)-3-(4-{[tert-Butyl(diphenyl)silyl]oxy}phenoxy)-2-hydroxypropyl]amino}ethyl)anilino]-N-(2,3-dimethoxybenzyl)-1-piperidinecarboxamide). Isolated yield 34.0%. Reaction SMILES: C(O)=O.[NH2:4][CH2:5][CH2:6][C:7]1[CH:33]=[CH:32][C:10]([NH:11][CH:12]2[CH2:17][CH2:16][N:15]([C:18]([NH:20][CH2:21][C:22]3[CH:27]=[CH:26][CH:25]=[C:24]([O:28][CH3:29])[C:23]=3[O:30][CH3:31])=[O:19])[CH2:14][CH2:13]2)=[CH:9][CH:8]=1.[C:34]([Si:38]([O:51][C:52]1[CH:57]=[CH:56][C:55]([O:58][CH2:59][CH:60]2[CH2:62][O:61]2)=[CH:54][CH:53]=1)([C:45]1[CH:50]=[CH:49][CH:48]=[CH:47][CH:46]=1)[C:39]1[CH:44]=[CH:43][CH:42]=[CH:41][CH:40]=1)([CH3:37])([CH3:36])[CH3:35]>C(Cl)(Cl)Cl.CO>[Si:38]([O:51][C:52]1[CH:57]=[CH:56][C:55]([O:58][CH2:59][C@@H:60]([OH:61])[CH2:62][NH:4][CH2:5][CH2:6][C:7]2[CH:8]=[CH:9][C:10]([NH:11][CH:12]3[CH2:17][CH2:16][N:15]([C:18]([NH:20][CH2:21][C:22]4[CH:27]=[CH:26][CH:25]=[C:24]([O:28][CH3:29])[C:23]=4[O:30][CH3:31])=[O:19])[CH2:14][CH2:13]3)=[CH:32][CH:33]=2)=[CH:54][CH:53]=1)([C:34]([CH3:35])([CH3:37])[CH3:36])([C:39]1[CH:44]=[CH:43][CH:42]=[CH:41][CH:40]=1)[C:45]1[CH:46]=[CH:47][CH:48]=[CH:49][CH:50]=1 |f:0.1,3.4|. Reported procedure: 4-[4-(2-Aminoethyl)anilino]-N-(2,3-dimethoxybenzyl)-1-piperidine-carboxamide formate (0.30 g, 0.64 mmol) was reacted with tert-butyl-(4-oxiranylmethoxy-phenoxy)-diphenyl-silane (0.238 g, 0.588 mmol) according to Procedure G (eluant: 20:1 chloroform-methanol) to give the title compound (0.163 g, 0.20 mmol).